From a dataset of the Open Reaction Database (ORD), a public repository of structured organic reaction records. describe an organic reaction: reactants, conditions, products, and yield Reactants: CC(=O)O, C1COCCN1, CO, O=CCCc1nc2cc3c(cc2[n+]([O-])n1)CCO3, CN(C)C=O. Yields the product [O-][n+]1nc(CCCN2CCOCC2)nc2cc3c(cc21)CCO3. RXN SMILES: [C:25]([OH:26])(=[O:27])[CH3:28].[CH2:1]1[CH2:2][O:3][CH2:4][CH2:5][NH:6]1.[CH3:29][OH:30].[O-:7][n+:8]1[n:9][c:10]([CH2:21][CH2:22][CH:23]=[O:24])[n:11][c:12]2[c:13]1[cH:14][c:15]1[c:16]([cH:17]2)[O:18][CH2:19][CH2:20]1.[O:31]=[CH:32][N:33]([CH3:34])[CH3:35]>>[CH2:1]1[CH2:2][O:3][CH2:4][CH2:5][N:6]1[CH2:23][CH2:22][CH2:21][c:10]1[n:9][n+:8]([O-:7])[c:13]2[c:12]([n:11]1)[cH:17][c:16]1[c:15]([cH:14]2)[CH2:20][CH2:19][O:18]1.